Dataset: the Open Reaction Database (ORD), a public repository of structured organic reaction records. Task: describe an organic reaction: reactants, conditions, products, and yield Reactants: C1CCOC1, CO, [Li+], [OH-], O, O, COC(=O)C(CC1CCC(c2ccccc2)CC1)C(C)O. Yields the product CC(O)C(CC1CCC(c2ccccc2)CC1)C(=O)O. Reaction SMILES: [CH2:27]1[O:28][CH2:29][CH2:30][CH2:31]1.[CH3:25][OH:26].[Li+:24].[OH-:23].[OH2:22].[OH2:32].[OH:1][CH:2]([CH:3]([C:4](=[O:5])[O:6][CH3:7])[CH2:8][CH:9]1[CH2:10][CH2:11][CH:12]([c:15]2[cH:16][cH:17][cH:18][cH:19][cH:20]2)[CH2:13][CH2:14]1)[CH3:21]>>[OH:1][CH:2]([CH:3]([C:4](=[O:5])[OH:6])[CH2:8][CH:9]1[CH2:10][CH2:11][CH:12]([c:15]2[cH:16][cH:17][cH:18][cH:19][cH:20]2)[CH2:13][CH2:14]1)[CH3:21]. Reactants: [Al+3], C1CCOC1, O=C1NCCC12CCCN2Cc1ccccc1, [H-], [H-], [H-], [H-], [H][H], [Li+], [Na+], [OH-]. Product: c1ccc(CN2CCCC23CCNC3)cc1. Reaction SMILES: [Al+3:2].[CH2:28]1[O:29][CH2:30][CH2:31][CH2:32]1.[CH2:7]([c:8]1[cH:9][cH:10][cH:11][cH:12][cH:13]1)[N:14]1[C:15]2([CH2:16][CH2:17][NH:18][C:19]2=[O:20])[CH2:21][CH2:22][CH2:23]1.[H-:1].[H-:4].[H-:5].[H-:6].[H:26][H:27].[Li+:3].[Na+:25].[OH-:24]>>[CH2:7]([c:8]1[cH:9][cH:10][cH:11][cH:12][cH:13]1)[N:14]1[C:15]2([CH2:16][CH2:17][NH:18][CH2:19]2)[CH2:21][CH2:22][CH2:23]1. Procedure details: To synthesize tri-n-pentylamine, a solution of 1 mol of n-pentylamine in 4 mol of n-pentanol was prepared. This solution was treated with 0.25% by weight of 50% strength by weight sodium hydroxide solution. Reactants: C(CCCC)N(CCCCC)CCCCC (tri-n-pentylamine), [OH-].[Na+] (sodium hydroxide). Product: C(CCCC)N (n-pentylamine), C(CCCC)O (n-pentanol). RXN SMILES: [CH2:1]([N:6](CCCCC)CCCCC)[CH2:2][CH2:3][CH2:4][CH3:5].[OH-:17].[Na+]>>[CH2:1]([NH2:6])[CH2:2][CH2:3][CH2:4][CH3:5].[CH2:1]([OH:17])[CH2:2][CH2:3][CH2:4][CH3:5] |f:1.2|. The reactants are C1=CCCC1 (cyclopentene), ice water, B(F)(F)F.P(O)(O)(O)=O (boron trifluoride phosphoric acid), C1(=CC=CC=C1O)C (o-cresol). Solvent: CCCCC (pentane), CCCCC (pentane). The product is C1(CCCC1)C1=C(C(=CC=C1)C)O (2-cyclopentyl-6-methylphenol). Isolated yield 29.2%. RXN SMILES: B(F)(F)F.P(=O)(O)(O)O.[C:10]1([CH3:17])[C:15]([OH:16])=[CH:14][CH:13]=[CH:12][CH:11]=1.[CH:18]1[CH2:22][CH2:21][CH2:20][CH:19]=1>CCCCC>[CH:18]1([C:14]2[CH:13]=[CH:12][CH:11]=[C:10]([CH3:17])[C:15]=2[OH:16])[CH2:22][CH2:21][CH2:20][CH2:19]1 |f:0.1|. Reported procedure: 170 ml of boron trifluoride/phosphoric acid adduct are added to 1.08 kg (10 moles) of o-cresol in 400 ml of pentane. 680 g (10 moles) of cyclopentene, dissolved in 1 l of pentane, are added dropwise at the reflux temperature in the course of 3 hours. The mixture is stirred for a further hour at the reflux temperature and then poured into ice water. The organic phase is separated off and is extracted with 4 times 600 ml of 10% strength sodium hydroxide solution. The organic phase is dried and eva... The reactants are CC(C)(C)OC(=O)NC1=NC(c2cc([N+](=O)[O-])ccc2F)(C(F)(F)F)CCOC1, C1CCOC1, CCO. Yields the product CC(C)(C)OC(=O)NC1=NC(c2cc(N)ccc2F)(C(F)(F)F)CCOC1. Reaction SMILES: [C:1]([CH3:2])([CH3:3])([CH3:4])[O:5][C:6]([NH:7][C:8]1=[N:14][C:13]([C:15]([F:16])([F:17])[F:18])([c:19]2[c:20]([F:28])[cH:21][cH:22][c:23]([N+:25]([O-:26])=[O:27])[cH:24]2)[CH2:12][CH2:11][O:10][CH2:9]1)=[O:29].[CH2:33]1[O:34][CH2:35][CH2:36][CH2:37]1.[CH3:30][CH2:31][OH:32]>>[C:1]([CH3:2])([CH3:3])([CH3:4])[O:5][C:6]([NH:7][C:8]1=[N:14][C:13]([C:15]([F:16])([F:17])[F:18])([c:19]2[c:20]([F:28])[cH:21][cH:22][c:23]([NH2:25])[cH:24]2)[CH2:12][CH2:11][O:10][CH2:9]1)=[O:29]. The reactants are N#CCBr, CC1COCCN1c1cc(CSC(=N)N)nc(-c2ccc(NC(=O)N(C)C)cc2)n1, [Na+], CN(C)C=O, [OH-], O. Yields the product CC1COCCN1c1cc(CSCC#N)nc(-c2ccc(NC(=O)N(C)C)cc2)n1. Reaction SMILES: [Br:31][CH2:32][C:33]#[N:34].[C:1](=[NH:2])([NH2:3])[S:4][CH2:5][c:6]1[n:7][c:8](-[c:19]2[cH:20][cH:21][c:22]([NH:25][C:26]([N:27]([CH3:28])[CH3:29])=[O:30])[cH:23][cH:24]2)[n:9][c:10]([N:12]2[CH:13]([CH3:18])[CH2:14][O:15][CH2:16][CH2:17]2)[cH:11]1.[Na+:36].[O:37]=[CH:38][N:39]([CH3:40])[CH3:41].[OH-:35].[OH2:42]>>[CH2:1]([S:4][CH2:5][c:6]1[n:7][c:8](-[c:19]2[cH:20][cH:21][c:22]([NH:25][C:26]([N:27]([CH3:28])[CH3:29])=[O:30])[cH:23][cH:24]2)[n:9][c:10]([N:12]2[CH:13]([CH3:18])[CH2:14][O:15][CH2:16][CH2:17]2)[cH:11]1)[C:33]#[N:34]. Starting materials: N([C@@H](CCCNC(N[N+](=O)[O-])=N)C(=O)C=[N+]=[N-])C(=O)OC(C)(C)C (Boc-L-Arg(NO2)CHN2), N([C@@H](CCCNC(N[N+](=O)[O-])=N)C(=O)O)C(=O)OC(C)(C)C (Boc-L-Arg(NO2)OH), Cl (HCl), anhydride, Cl (HCl), solution, ClC(=O)OCC(C)C (isobutyl chloroformate), CN1CCOCC1 (N-methylmorpholine), [N+](=[N-])=C (diazomethane). Run in C(C)O (ethanol), O1CCCC1 (tetrahydrofuran), C(C)O (ethanol), C(C)OCC (diethyl ether), C(C)(=O)O (acetic acid). Run at temperature 0 celsius, time 45 minute. The product is N[C@@H](CCCNC(N[N+](=O)[O-])=N)C(=O)CCl.Cl (H-L-Arg(NO2)CH2Cl.HCl). Reaction SMILES: [ClH:1].[NH:2](C(OC(C)(C)C)=O)[C@H:3]([C:14]([OH:16])=O)[CH2:4][CH2:5][CH2:6][NH:7][C:8](=[NH:13])[NH:9][N+:10]([O-:12])=[O:11].[Cl:24][C:25](OCC(C)C)=O.CN1CCOCC1.[N+](=C)=[N-].N(C(OC(C)(C)C)=O)[C@H](C(C=[N+]=[N-])=O)CCCNC(=N)N[N+]([O-])=O>O1CCCC1.C(O)C.C(OCC)C.C(O)(=O)C>[NH2:2][C@H:3]([C:14]([CH2:25][Cl:24])=[O:16])[CH2:4][CH2:5][CH2:6][NH:7][C:8](=[NH:13])[NH:9][N+:10]([O-:12])=[O:11].[ClH:1] |f:10.11|. Reported procedure: HCl. Boc-L-Arg(NO2)OH (5.00 g, 15.6 mmol) was dissolved in tetrahydrofuran (THF) (200 ml) and treated with isobutyl chloroformate (2.06 g, 15.6 mmol) in the presence of N-methylmorpholine (1.72 ml, 15.6 mmol) for 10 min at 0° C. The mixed anhydride preparation was filtered, and the filtrate was added to ethereal diazomethane [120 ml prepared from Diazald (5.4 g, 25 mmol)] over a period of 5 min. After the reaction was stirred at 0° C. for 45 min, acetic acid (0.5 ml) was added to quench the exce... Starting materials: C1CCOC1, C1CCOC1, CC(C)(C)[O-], [K+], COC(=O)C(CCC(N)=O)N1Cc2c(OCc3cn4ccccc4n3)cccc2C1=O, CN(C)C=O. Yields the product O=C1CCC(N2Cc3c(OCc4cn5ccccc5n4)cccc3C2=O)C(=O)N1. Reaction SMILES: [CH2:43]1[O:44][CH2:45][CH2:46][CH2:47]1.[CH2:7]1[O:8][CH2:9][CH2:10][CH2:11]1.[CH3:1][C:2]([CH3:3])([O-:4])[CH3:5].[K+:6].[NH2:12][C:13]([CH2:14][CH2:15][CH:16]([C:17](=[O:18])[O:19][CH3:20])[N:21]1[C:22](=[O:41])[c:23]2[cH:24][cH:25][cH:26][c:27]([O:30][CH2:31][c:32]3[n:33][c:34]4[n:35]([cH:36][cH:37][cH:38][cH:39]4)[cH:40]3)[c:28]2[CH2:29]1)=[O:42].[O:48]=[CH:49][N:50]([CH3:51])[CH3:52]>>[NH:12]1[C:13](=[O:42])[CH2:14][CH2:15][CH:16]([N:21]2[C:22](=[O:41])[c:23]3[cH:24][cH:25][cH:26][c:27]([O:30][CH2:31][c:32]4[n:33][c:34]5[n:35]([cH:36][cH:37][cH:38][cH:39]5)[cH:40]4)[c:28]3[CH2:29]2)[C:17]1=[O:18].